This data is from the Open Reaction Database (ORD), a public repository of structured organic reaction records. The task is: describe an organic reaction: reactants, conditions, products, and yield Reactants: O=C1N(C(c2ccccc2)c2ccccc2)c2ccccc2C1(O)c1cc(OCc2ccccc2)ccc1O, O=C1N(C(c2ccccc2)c2ccccc2)c2cccc(Cl)c2C1(O)c1cc2c(cc1O)OCC2. Product: O=C1C(c2cc(OCc3ccccc3)ccc2O)c2ccccc2N1C(c1ccccc1)c1ccccc1. RXN SMILES: [CH2:1]([c:2]1[cH:3][cH:4][cH:5][cH:6][cH:7]1)[O:8][c:9]1[cH:10][cH:11][c:12]([OH:39])[c:13]([C:15]2([OH:38])[C:16](=[O:37])[N:17]([CH:24]([c:25]3[cH:26][cH:27][cH:28][cH:29][cH:30]3)[c:31]3[cH:32][cH:33][cH:34][cH:35][cH:36]3)[c:18]3[cH:19][cH:20][cH:21][cH:22][c:23]32)[cH:14]1.[Cl:40][c:41]1[cH:42][cH:43][cH:44][c:45]2[c:46]1[C:47]([OH:48])([c:49]1[c:50]([OH:51])[cH:52][c:53]3[c:57]([cH:58]1)[CH2:56][CH2:55][O:54]3)[C:59](=[O:60])[N:61]2[CH:62]([c:63]1[cH:64][cH:65][cH:66][cH:67][cH:68]1)[c:69]1[cH:70][cH:71][cH:72][cH:73][cH:74]1>>[CH2:1]([c:2]1[cH:3][cH:4][cH:5][cH:6][cH:7]1)[O:8][c:9]1[cH:10][cH:11][c:12]([OH:39])[c:13]([CH:15]2[C:16](=[O:37])[N:17]([CH:24]([c:25]3[cH:26][cH:27][cH:28][cH:29][cH:30]3)[c:31]3[cH:32][cH:33][cH:34][cH:35][cH:36]3)[c:18]3[cH:19][cH:20][cH:21][cH:22][c:23]32)[cH:14]1. Reactants: ClC1=CC=C(C=C1)[C@@H]1N(CC[C@H](C1)C1=CC(NO1)=O)C(=O)OC (Trans-methyl 2-(4-chlorophenyl)-4-(3-oxo-2,3-dihydroisoxazol-5-yl)piperidine-1-carboxylate), Br (hydrogen bromide). Conditions: time 8 hour. The product is ClC1=CC=C(C=C1)[C@@H]1NCC[C@H](C1)C1=CC(NO1)=O (5-(trans-2-(4-chlorophenyl)piperidin-4-yl)isoxazol-3(2H)-one). Yield: 18.3%. Reaction SMILES: [Cl:1][C:2]1[CH:7]=[CH:6][C:5]([C@H:8]2[CH2:13][C@H:12]([C:14]3[O:18][NH:17][C:16](=[O:19])[CH:15]=3)[CH2:11][CH2:10][N:9]2C(OC)=O)=[CH:4][CH:3]=1.Br>>[Cl:1][C:2]1[CH:7]=[CH:6][C:5]([C@H:8]2[CH2:13][C@H:12]([C:14]3[O:18][NH:17][C:16](=[O:19])[CH:15]=3)[CH2:11][CH2:10][NH:9]2)=[CH:4][CH:3]=1. Procedure: Trans-methyl 2-(4-chlorophenyl)-4-(3-oxo-2,3-dihydroisoxazol-5-yl)piperidine-1-carboxylate (155 mg, 0.46 mmol) was dissolved in hydrogen bromide (33% in acetic acid, 3.63 mL, 20.71 mmol) and the mixture was stirred at room temperature overnight. The solvent was evaporated and the residue purified by preparative HPLC (Instrument: FractionLynx II, Mobilphase: gradient 5-95% MeCN in 0.2% NH3, pH 10, Column: Xbridge Prep C18 5 μm OBD 19*150 mm) to yield 5-(trans-2-(4-chlorophenyl)piperidin-4-yl)isox... The reactants are FC(F)(F)CCBr, CN(C)C=O, N#CC(C#N)Cc1ccc(Cl)c(Cl)c1, [H-], [Na+]. Product: N#CC(C#N)(CCC(F)(F)F)Cc1ccc(Cl)c(Cl)c1. Reaction SMILES: [Br:17][CH2:18][CH2:19][C:20]([F:21])([F:22])[F:23].[CH3:24][N:25]([CH3:26])[CH:27]=[O:28].[Cl:1][c:2]1[cH:3][c:4]([CH2:5][CH:6]([C:7]#[N:8])[C:9]#[N:10])[cH:11][cH:12][c:13]1[Cl:14].[H-:15].[Na+:16]>>[Cl:1][c:2]1[cH:3][c:4]([CH2:5][C:6]([C:7]#[N:8])([C:9]#[N:10])[CH2:18][CH2:19][C:20]([F:21])([F:22])[F:23])[cH:11][cH:12][c:13]1[Cl:14].